From a dataset of the Open Reaction Database (ORD), a public repository of structured organic reaction records. describe an organic reaction: reactants, conditions, products, and yield Reported procedure: To a solution of ammonium hydroxide (3 mL) and ammonia in methanol (7.0 N, 10 mL) in ethanol (6 mL) was added 1,1,1-triethoxypropane (6.2 g, 35.3 mmol) and ethyl 3-(3-chlorophenyl)-3-oxopropanoate (4.0 g, 17.6 mmol) dropwise as a solution in ethanol (10 mL). Once the addition was complete, ammonium hydroxide (10 mL) was added. The mixture was heated with stirring in a sealed flask at 60° C. overnight. After this time, the mixture was cooled to rt and concentrated. The residue was purified by col... Run at temperature 60 celsius, time 8 hour. As a reaction SMILES: [OH-].[NH4+:2].[NH3:3].C(O[C:7](OCC)(OCC)[CH2:8][CH3:9])C.[Cl:16][C:17]1[CH:18]=[C:19]([C:23](=O)[CH2:24][C:25]([O:27]CC)=O)[CH:20]=[CH:21][CH:22]=1>CO.C(O)C>[Cl:16][C:17]1[CH:18]=[C:19]([C:23]2[N:3]=[C:7]([CH2:8][CH3:9])[NH:2][C:25](=[O:27])[CH:24]=2)[CH:20]=[CH:21][CH:22]=1 |f:0.1|. Yields the product ClC=1C=C(C=CC1)C1=CC(NC(=N1)CC)=O (6-(3-chlorophenyl)-2-ethylpyrimidin-4(3H)-one). The reactants are [OH-].[NH4+] (ammonium hydroxide), N (ammonia), C(C)OC(CC)(OCC)OCC (1,1,1-triethoxypropane), ClC=1C=C(C=CC1)C(CC(=O)OCC)=O (ethyl 3-(3-chlorophenyl)-3-oxopropanoate), [OH-].[NH4+] (ammonium hydroxide). Solvent: CO (methanol), C(C)O (ethanol), C(C)O (ethanol). Yield: 6.0%. The reactants are FC1=C(C=C2C(=N1)OC1=CC=C(C=C1C21N=C(OC1)N)C=1C(=NC=CC1)F)I (2-Fluoro-7-(2-fluoropyridin-3-yl)-3-iodo-5′H-spiro[chromeno[2,3-b]pyridine-5,4′-oxazol]-2′-amine), O (water), O1CCC(=CC1)B1OC(C(O1)(C)C)(C)C (2-(3,6-dihydro-2H-pyran-4-yl)-4,4,5,5-tetramethyl-1,3,2-dioxaborolane), P(=O)([O-])([O-])[O-].[K+].[K+].[K+] (potassium phosphate). Reagents/catalysts: C=1C=CC(=CC1)[P](C=2C=CC=CC2)(C=3C=CC=CC3)[Pd]([P](C=4C=CC=CC4)(C=5C=CC=CC5)C=6C=CC=CC6)([P](C=7C=CC=CC7)(C=8C=CC=CC8)C=9C=CC=CC9)[P](C=1C=CC=CC1)(C=1C=CC=CC1)C=1C=CC=CC1 (tetrakis(triphenylphosphine)palladium). Solvent: O1CCOCC1 (dioxane). Conditions: temperature 120 celsius. The product is O1CCC(=CC1)C=1C=C2C(=NC1F)OC1=CC=C(C=C1C21N=C(OC1)N)C=1C(=NC=CC1)F (3-(3,6-dihydro-2H-pyran-4-yl)-2-fluoro-7-(2-fluoropyridin-3-yl)-5′H-spiro[chromeno[2,3-b]pyridine-5,4′-oxazol]-2′-amine). As a reaction SMILES: [F:1][C:2]1[N:7]=[C:6]2[O:8][C:9]3[C:14]([C:15]4([CH2:19][O:18][C:17]([NH2:20])=[N:16]4)[C:5]2=[CH:4][C:3]=1I)=[CH:13][C:12]([C:21]1[C:22]([F:27])=[N:23][CH:24]=[CH:25][CH:26]=1)=[CH:11][CH:10]=3.[O:29]1[CH2:34][CH:33]=[C:32](B2OC(C)(C)C(C)(C)O2)[CH2:31][CH2:30]1.P([O-])([O-])([O-])=O.[K+].[K+].[K+].O>O1CCOCC1.C1C=CC([P]([Pd]([P](C2C=CC=CC=2)(C2C=CC=CC=2)C2C=CC=CC=2)([P](C2C=CC=CC=2)(C2C=CC=CC=2)C2C=CC=CC=2)[P](C2C=CC=CC=2)(C2C=CC=CC=2)C2C=CC=CC=2)(C2C=CC=CC=2)C2C=CC=CC=2)=CC=1>[O:29]1[CH2:30][CH:31]=[C:32]([C:3]2[CH:4]=[C:5]3[C:15]4([CH2:19][O:18][C:17]([NH2:20])=[N:16]4)[C:14]4[C:9](=[CH:10][CH:11]=[C:12]([C:21]5[C:22]([F:27])=[N:23][CH:24]=[CH:25][CH:26]=5)[CH:13]=4)[O:8][C:6]3=[N:7][C:2]=2[F:1])[CH2:33][CH2:34]1 |f:2.3.4.5,^1:62,64,83,102|. Procedure details: 2-Fluoro-7-(2-fluoropyridin-3-yl)-3-iodo-5′H-spiro[chromeno[2,3-b]pyridine-5,4′-oxazol]-2′-amine (0.151 g, 0.307 mmol), 2-(3,6-dihydro-2H-pyran-4-yl)-4,4,5,5-tetramethyl-1,3,2-dioxaborolane (0.150 g, 0.71 mmol), tetrakis(triphenylphosphine)palladium (0.177 g, 0.153 mmol), and potassium phosphate (0.102 mL, 1.227 mmol) were suspended in dioxane (2 mL) and water (0.5 mL) and sealed in a microwave vessel under argon. The mixture was heated to 120° C. for 20 minutes. The reaction mixture was concent...